Dataset: the Open Reaction Database (ORD), a public repository of structured organic reaction records. Task: describe an organic reaction: reactants, conditions, products, and yield Starting materials: Cc1cc(C)cc(Br)c1, [Li]CCCC, CON(C)C(=O)CCCCl, C1CCOC1. The product is Cc1cc(C)cc(C(=O)CCCCl)c1. Reaction SMILES: [Br:1][c:2]1[cH:3][c:4]([CH3:9])[cH:5][c:6]([CH3:8])[cH:7]1.[CH2:10]([Li:11])[CH2:12][CH2:13][CH3:14].[Cl:15][CH2:16][CH2:17][CH2:18][C:19](=[O:20])[N:21]([O:22][CH3:23])[CH3:24].[O:25]1[CH2:26][CH2:27][CH2:28][CH2:29]1>>[c:2]1([C:19]([CH2:18][CH2:17][CH2:16][Cl:15])=[O:20])[cH:3][c:4]([CH3:9])[cH:5][c:6]([CH3:8])[cH:7]1. Starting materials: C(C)N1CCC(CC1)(O)C1=C2C=CNC2=CC=C1 (1-ethyl-4-(1H-indol-4-yl)-4-piperidinol), Cl (hydrochloric acid). Run in C(C)O (ethanol). Product: C(C)N1CCC(=CC1)C1=C2C=CNC2=CC=C1 (4-(1-ethyl-1,2,3,6-tetrahydropyridin-4-yl)-1H-indole). The yield is 69.1%. Reaction SMILES: [CH2:1]([N:3]1[CH2:8][CH2:7][C:6]([C:10]2[CH:18]=[CH:17][CH:16]=[C:15]3[C:11]=2[CH:12]=[CH:13][NH:14]3)(O)[CH2:5][CH2:4]1)[CH3:2].Cl>C(O)C>[CH2:1]([N:3]1[CH2:4][CH:5]=[C:6]([C:10]2[CH:18]=[CH:17][CH:16]=[C:15]3[C:11]=2[CH:12]=[CH:13][NH:14]3)[CH2:7][CH2:8]1)[CH3:2]. Procedure: Using the procedure of Example 17, 2 g of the product of Example 19, 34 ml of ethanol and 66 ml of N hydrochloric acid were reacted to obtain 1.28 g of 4-(1-ethyl-1,2,3,6-tetrahydropyridin-4-yl)-1H-indole melting at 151° C. The reactants are C([O-])([O-])=O.[Cs+].[Cs+] (cesium carbonate), CB(O)O (methyl boronic acid), ClCCl (dichloromethane), C(C)(C)OC(=O)N1C2=C(C(CCC1)=O)C=CC(=C2C)Br (8-bromo-9-methyl-5-oxo-2,3,4,5-tetrahydro-benzo[b]azepine-1-carboxylic acid isopropyl ester). Solvent: O1CCOCC1 (dioxane). Reaction conditions: temperature 110 celsius, time 1 hour. The product is C(C)(C)OC(=O)N1C2=C(C(CCC1)=O)C=CC(=C2C)C (8,9-dimethyl-5-oxo-2,3,4,5-tetrahydro-benzo[b]azepine-1-carboxylic acid isopropyl ester). The yield is 86.8%. As a reaction SMILES: [C:1](=O)([O-])[O-].[Cs+].[Cs+].CB(O)O.ClCCl.[CH:14]([O:17][C:18]([N:20]1[CH2:26][CH2:25][CH2:24][C:23](=[O:27])[C:22]2[CH:28]=[CH:29][C:30](Br)=[C:31]([CH3:32])[C:21]1=2)=[O:19])([CH3:16])[CH3:15]>O1CCOCC1>[CH:14]([O:17][C:18]([N:20]1[CH2:26][CH2:25][CH2:24][C:23](=[O:27])[C:22]2[CH:28]=[CH:29][C:30]([CH3:1])=[C:31]([CH3:32])[C:21]1=2)=[O:19])([CH3:16])[CH3:15] |f:0.1.2|. Reported procedure: Add cesium carbonate (456 mg, 3.0 mmol), methyl boronic acid (90 mg, 1.5 mmol) and [1,1′-bis(diphenylphosphino)-ferrocene]dichloropalladium (II) complex with dichloromethane (1:1) (82 mg, 0.1 mmol) to a solution of 8-bromo-9-methyl-5-oxo-2,3,4,5-tetrahydro-benzo[b]azepine-1-carboxylic acid isopropyl ester (341 mg, 1.0 mmol) in dioxane (8 mL). Stir the mixture under nitrogen at 110° C. for 1 h and 30 min. Cool down the mixture to room temperature and filter over Celite® washing with ethyl acetate... Reactants: stainless steel, [N+](=O)([O-])C1=C(C=CC=C1)N=NC1=C(C(=CC(=C1)C(C)(C)CC)C(C)(C)CC)O (2-nitro-2'-hydroxy-3',5'-di-tert-amylazobenzene), C(C)(C)(C)N (tert-butylamine), [PH2](=O)O (hypophosphorous acid). Reagents/catalysts: [Pd] (Pd/C). Run in CO (methanol). Run at time 1 hour. Yields the product OC1=C(C=C(C=C1C(C)(C)CC)C(C)(C)CC)N1N=C2C(=N1)C=CC=C2 (2-(2'-hydroxy-3',5'-di-tert-amylphenyl)benzotriazole). Yield: 99.8%. RXN SMILES: [N+:1]([C:4]1[CH:9]=[CH:8][CH:7]=[CH:6][C:5]=1[N:10]=[N:11][C:12]1[CH:17]=[C:16]([C:18]([CH2:21][CH3:22])([CH3:20])[CH3:19])[CH:15]=[C:14]([C:23]([CH2:26][CH3:27])([CH3:25])[CH3:24])[C:13]=1[OH:28])([O-])=O.C(N)(C)(C)C.[PH2](O)=O>[Pd].CO>[OH:28][C:13]1[C:14]([C:23]([CH2:26][CH3:27])([CH3:25])[CH3:24])=[CH:15][C:16]([C:18]([CH2:21][CH3:22])([CH3:20])[CH3:19])=[CH:17][C:12]=1[N:11]1[N:10]=[C:5]2[CH:6]=[CH:7][CH:8]=[CH:9][C:4]2=[N:1]1. Procedure: To a 500 mL capacity stainless steel autoclave equipped with a stirrer, external heating jacket and internal heating and cooling coils are added 5.0 g (0.013 mole) of 2-nitro-2'-hydroxy-3',5'-di-tert-amylazobenzene, 0.25 g (dry weight) of (4% Pd/C+1% Pt/C) catalyst, 3.82 g (0.052 mole, 4 equivalent) of tert-butylamine, 5.16 g (0.039 mole, 3 equivalent) of aqueous hypophosphorous acid and 150 mL of methanol. The autoclave is purged with nitrogen gas and then hydrogen gas and then sealed and charg... The reactants are [C-]#N, [C-]#N, CCOC(=O)N1c2ccc(OS(=O)(=O)C(F)(F)F)nc2C(NC(c2cc(C(F)(F)F)cc(C(F)(F)F)c2)c2ncc(N3CCN(C(C)=O)CC3)cn2)CC1CC, CCOC(C)=O, CN(C)C=O, O, [Zn+2], c1ccc(P(c2ccccc2)(c2ccccc2)[Pd](P(c2ccccc2)(c2ccccc2)c2ccccc2)(P(c2ccccc2)(c2ccccc2)c2ccccc2)P(c2ccccc2)(c2ccccc2)c2ccccc2)cc1. Yields the product CCOC(=O)N1c2ccc(C#N)nc2C(NC(c2cc(C(F)(F)F)cc(C(F)(F)F)c2)c2ncc(N3CCN(C(C)=O)CC3)cn2)CC1CC. RXN SMILES: [C-:146]#[N:147].[C-:149]#[N:150].[CH2:1]([CH3:2])[O:3][C:4](=[O:5])[N:6]1[CH:7]([CH2:55][CH3:56])[CH2:8][CH:9]([NH:24][CH:25]([c:26]2[cH:27][c:28]([C:36]([F:37])([F:38])[F:39])[cH:29][c:30]([C:32]([F:33])([F:34])[F:35])[cH:31]2)[c:40]2[n:41][cH:42][c:43]([N:46]3[CH2:47][CH2:48][N:49]([C:52]([CH3:53])=[O:54])[CH2:50][CH2:51]3)[cH:44][n:45]2)[c:10]2[n:11][c:12]([O:16][S:17]([C:18]([F:19])([F:20])[F:21])(=[O:22])=[O:23])[cH:13][cH:14][c:15]21.[CH3:58][CH2:59][O:60][C:61](=[O:62])[CH3:63].[CH3:64][N:65]([CH3:66])[CH:67]=[O:68].[OH2:57].[Zn+2:148].[cH:69]1[cH:70][cH:71][c:72]([P:73]([Pd:74]([P:75]([c:76]2[cH:77][cH:78][cH:79][cH:80][cH:81]2)([c:82]2[cH:83][cH:84][cH:85][cH:86][cH:87]2)[c:88]2[cH:89][cH:90][cH:91][cH:92][cH:93]2)([P:94]([c:95]2[cH:96][cH:97][cH:98][cH:99][cH:100]2)([c:101]2[cH:102][cH:103][cH:104][cH:105][cH:106]2)[c:107]2[cH:108][cH:109][cH:110][cH:111][cH:112]2)[P:113]([c:114]2[cH:115][cH:116][cH:117][cH:118][cH:119]2)([c:120]2[cH:121][cH:122][cH:123][cH:124][cH:125]2)[c:126]2[cH:127][cH:128][cH:129][cH:130][cH:131]2)([c:132]2[cH:133][cH:134][cH:135][cH:136][cH:137]2)[c:138]2[cH:139][cH:140][cH:141][cH:142][cH:143]2)[cH:144][cH:145]1>>[CH2:1]([CH3:2])[O:3][C:4](=[O:5])[N:6]1[CH:7]([CH2:55][CH3:56])[CH2:8][CH:9]([NH:24][CH:25]([c:26]2[cH:27][c:28]([C:36]([F:37])([F:38])[F:39])[cH:29][c:30]([C:32]([F:33])([F:34])[F:35])[cH:31]2)[c:40]2[n:41][cH:42][c:43]([N:46]3[CH2:47][CH2:48][N:49]([C:52]([CH3:53])=[O:54])[CH2:50][CH2:51]3)[cH:44][n:45]2)[c:10]2[n:11][c:12]([C:64]#[N:65])[cH:13][cH:14][c:15]21.